The task is: describe an organic reaction: reactants, conditions, products, and yield. This data is from the Open Reaction Database (ORD), a public repository of structured organic reaction records. Starting materials: FC1=NC=CC=C1C=1C=CC2=C(C=3N=C(SC3CCO2)C=2N(N=CN2)C(C)C)C1 (9-(2-Fluoro-pyridin-3-yl)-2-(2-isopropyl-2H-[1,2,4]triazol-3-yl)-4,5-dihydro-6-oxa-3-thia-1-aza-benzo[e]azulene), Cl (HCl), COCCOC (DME). Conditions: temperature 80 celsius. Product: C(C)(C)N1N=CN=C1C=1SC=2CCOC3=C(C2N1)C=C(C=C3)C=3C(NC=CC3)=O (3-[2-(2-Isopropyl-2H-[1,2,4]triazol-3-yl)-4,5-dihydro-6-oxa-3-thia-1-aza-benzo[e]azulen-9-yl]-1H-pyridin-2-one). The yield is 89.0%. Reaction SMILES: F[C:2]1[C:7]([C:8]2[CH:9]=[CH:10][C:11]3[O:20][CH2:19][CH2:18][C:17]4[S:16][C:15]([C:21]5[N:22]([CH:26]([CH3:28])[CH3:27])[N:23]=[CH:24][N:25]=5)=[N:14][C:13]=4[C:12]=3[CH:29]=2)=[CH:6][CH:5]=[CH:4][N:3]=1.Cl.C[O:32]CCOC>>[CH:26]([N:22]1[C:21]([C:15]2[S:16][C:17]3[CH2:18][CH2:19][O:20][C:11]4[CH:10]=[CH:9][C:8]([C:7]5[C:2](=[O:32])[NH:3][CH:4]=[CH:5][CH:6]=5)=[CH:29][C:12]=4[C:13]=3[N:14]=2)=[N:25][CH:24]=[N:23]1)([CH3:28])[CH3:27]. Procedure: To a solution of 306 (0.275 g, 0.675 mmol) in DME (5 mL) was added 10% aq HCl (5 mL). The reaction mixture was allowed to stir and heat at 80° C. for 18 hours before cooling, concentrating under reduced pressure, and diluting with EtOAc. The solution was washed sequentially with water, and brine, before drying over MgSO4 and concentrating under reduced pressure to 50 mL of EtOAc and the solids were collected by filtration to give 330 (244 mg, 89%). 1H NMR (400 MHz, DMSO) δ 11.79 (s, 1H), 9.00 (t... Reactants: C1(=CC=CC=C1)S(=O)(=O)N1C=CC=2C1=NC=C(C2N[C@H]2CN(CCC2)CC2=CC=CC=C2)N (1-benzenesulfonyl-N*4*-((R)-1-benzyl-piperidin-3-yl)-1H-pyrrolo[2,3-b]pyridine-4,5-diamine), N(=O)OCCCC (n-butyl nitrite). The reagents and catalysts are [Cu](Br)Br (copper (II) bromide). The solvent is C(C)#N (acetonitrile). Run at temperature 70 celsius, time 5 minute. Yields the product C1(=CC=CC=C1)S(=O)(=O)N1C2=NC=C3N=NN(C3=C2C=C1)[C@H]1CN(CCC1)CC1=CC=CC=C1 (6-benzenesulfonyl-1-((R)-1-benzyl-piperidin-3-yl)-1,6-dihydro-1,2,3,5,6-pentaaza-as-indacene). Isolated yield 65.1%. Reaction SMILES: [C:1]1([S:7]([N:10]2[C:14]3=[N:15][CH:16]=[C:17]([NH2:33])[C:18]([NH:19][C@@H:20]4[CH2:25][CH2:24][CH2:23][N:22]([CH2:26][C:27]5[CH:32]=[CH:31][CH:30]=[CH:29][CH:28]=5)[CH2:21]4)=[C:13]3[CH:12]=[CH:11]2)(=[O:9])=[O:8])[CH:6]=[CH:5][CH:4]=[CH:3][CH:2]=1.[N:34](OCCCC)=O>C(#N)C.[Cu](Br)Br>[C:1]1([S:7]([N:10]2[CH:11]=[CH:12][C:13]3[C:14]2=[N:15][CH:16]=[C:17]2[C:18]=3[N:19]([C@@H:20]3[CH2:25][CH2:24][CH2:23][N:22]([CH2:26][C:27]4[CH:32]=[CH:31][CH:30]=[CH:29][CH:28]=4)[CH2:21]3)[N:34]=[N:33]2)(=[O:8])=[O:9])[CH:6]=[CH:5][CH:4]=[CH:3][CH:2]=1. Reported procedure: A stirred solution of 1-benzenesulfonyl-N*4*-((R)-1-benzyl-piperidin-3-yl)-1H-pyrrolo[2,3-b]pyridine-4,5-diamine (300 mg, 0.65 mmol) in acetonitrile (6 ml) was treated with copper (II) bromide (174 mg, 0.78 mmol) and n-butyl nitrite (114 μl, 0.97 mmol) and then heated to 70° C. for 2 hours. After cooling, the reaction was quenched by the addition of 1M aqueous HCl solution (ca. 5 ml) and stirred for 5 minutes. The mixture was basified with saturated sodium hydrogen carbonate solution and extract... Run in C1(=CC=CC=C1)C (toluene). Reactants: Mg, BrC1=C(C=CC=C1)OC(CCC)CC (bromo-(4-hexyloxy)-benzene), BrC=1C(C2=CC3=CC(=CC=C3C2=CC1)Br)=O (2,7,-dibromofluorenone), II (iodine crystals), BrCCBr (1,2-dibromoethane), C1CCOC1 (THF). The product is C(CCCCC)OC1=CC=C(C=C1)C1(C2=CC=CC=C2C=2C=CC=CC12)O (9-(4-Hexyloxyphenyl)-9H-fluoren-9-ol). As a reaction SMILES: II.Br[CH2:4][CH2:5]Br.Br[C:8]1[CH:13]=[CH:12][CH:11]=[CH:10][C:9]=1[O:14][CH:15](CC)[CH2:16][CH2:17][CH3:18].Br[C:22]1[C:23](=O)[C:24]2[C:32](=[CH:33][CH:34]=1)[C:31]1[C:26](=[CH:27][C:28](Br)=[CH:29][CH:30]=1)[CH:25]=2.C1C[O:40]CC1>C1(C)C=CC=CC=1>[CH2:15]([O:14][C:9]1[CH:8]=[CH:13][C:12]([C:25]2([OH:40])[C:26]3[CH:27]=[CH:28][CH:29]=[CH:30][C:31]=3[C:32]3[C:24]2=[CH:23][CH:22]=[CH:34][CH:33]=3)=[CH:11][CH:10]=1)[CH2:16][CH2:17][CH2:18][CH2:4][CH3:5]. Run at time 20 minute. Procedure details: A dry 250 mL three-neck flask was charged with small Mg turnings (2.80 g, 118 mmol) followed by anhydrous THF (100 mL). A few iodine crystals were added and the heterogeneous mixture was heated at reflux for 15 minutes and then cooled to room temperature. Stirring was stopped and 1,2-dibromoethane (0.25 mL) was added to the reaction vessel. After 5 minutes an exothermic reaction ensued and stirring was resumed for 20 minutes. The reaction was then cooled to 20° C. and bromo-(4-hexyloxy)-benzene ... Reactants: NC1=C(C(=NN1C(CCN1C(C=2C(C1=O)=CC=CC2)=O)=NOS(=O)(=O)C2=CC=C(C)C=C2)C)Cl (5-amino-4-chloro-3-methyl-1-(3-phthalimido-O-tosyl-propanehydroximoyl)pyrazole), S(O)(O)(=O)=O (sulphuric acid). The solvent is CO (methanol), CO (methanol), CC(=O)OC(=O)C (acetanhydride). Yields the product C(C)(=O)N(C1=C(C(=NN1C(CCN1C(C=2C(C1=O)=CC=CC2)=O)=NOS(=O)(=O)C2=CC=C(C)C=C2)C)Cl)C(C)=O (5-bisacetylamino-4-chloro-3-methyl-1-(3-phthalimido-O-tosyl-propanehydroximoyl)pyrazole). Yield: 94.5%. RXN SMILES: [NH2:1][C:2]1[N:6]([C:7](=[N:21][O:22][S:23]([C:26]2[CH:32]=[CH:31][C:29]([CH3:30])=[CH:28][CH:27]=2)(=[O:25])=[O:24])[CH2:8][CH2:9][N:10]2[C:14](=[O:15])[C:13]3=[CH:16][CH:17]=[CH:18][CH:19]=[C:12]3[C:11]2=[O:20])[N:5]=[C:4]([CH3:33])[C:3]=1[Cl:34].S(=O)(=O)(O)O>CC(OC(C)=O)=O.CO>[C:14]([N:1]([C:11](=[O:20])[CH3:12])[C:2]1[N:6]([C:7](=[N:21][O:22][S:23]([C:26]2[CH:27]=[CH:28][C:29]([CH3:30])=[CH:31][CH:32]=2)(=[O:24])=[O:25])[CH2:8][CH2:9][N:10]2[C:11](=[O:20])[C:12]3=[CH:19][CH:18]=[CH:17][CH:16]=[C:13]3[C:14]2=[O:15])[N:5]=[C:4]([CH3:33])[C:3]=1[Cl:34])(=[O:15])[CH3:13]. Procedure: 2.62 g (5.2 mmol) of 5-amino-4-chloro-3-methyl-1-(3-phthalimido-O-tosyl-propanehydroximoyl)pyrazole in 15 ml of acetanhydride, to which 0.15 ml of concentrated sulphuric acid has been added, are heated to boiling point and then cooled down. After careful hydrolysis the solid obtained is ground up with methanol and boiled in methanol. The crystals which are produced are filtered off under suction and washed with a little methanol. 1.44 g (47%) of 5-bisacetylamino-4-chloro-3-methyl-1-(3-phthalimid... The reactants are OCCCBr, O=C([O-])[O-], CN(C)C=O, [K+], [K+], COc1cc2c(Oc3cc4ccccc4nc3C(C)=O)ccnc2cc1O. Yields the product COc1cc2c(Oc3cc4ccccc4nc3C(C)=O)ccnc2cc1OCCCO. RXN SMILES: [Br:34][CH2:35][CH2:36][CH2:37][OH:38].[C:28](=[O:29])([O-:30])[O-:31].[CH3:39][N:40]([CH3:41])[CH:42]=[O:43].[K+:32].[K+:33].[OH:1][c:2]1[c:3]([O:26][CH3:27])[cH:4][c:5]2[c:6]([O:12][c:13]3[c:14]([C:23]([CH3:24])=[O:25])[n:15][c:16]4[cH:17][cH:18][cH:19][cH:20][c:21]4[cH:22]3)[cH:7][cH:8][n:9][c:10]2[cH:11]1>>[O:1]([c:2]1[c:3]([O:26][CH3:27])[cH:4][c:5]2[c:6]([O:12][c:13]3[c:14]([C:23]([CH3:24])=[O:25])[n:15][c:16]4[cH:17][cH:18][cH:19][cH:20][c:21]4[cH:22]3)[cH:7][cH:8][n:9][c:10]2[cH:11]1)[CH2:35][CH2:36][CH2:37][OH:38]. Solvent: CN1C(CCC1)=O (N-methylpyrrolidinone). Procedure details: To methyl 5-[[2-fluoro-5-(trifluoromethyl)benzoyl]amino]pyridine-2-carboxylate (51.3 mg, 0.15 mmol) in N-methylpyrrolidinone (1 mL) was added 2,4-dimethoxyphenol (23.1 mg, 0.45 mmol), cesium carbonate (146.6 mg, 0.45 mmol) and the mixture was heated at 100° C. for 50 minutes to yield methyl 5-(2-(2,4-dimethoxyphenoxy)-5-(trifluoromethyl)benzamido)picolinate that was taken into the next step without further purification. Reaction SMILES: F[C:2]1[CH:20]=[CH:19][C:18]([C:21]([F:24])([F:23])[F:22])=[CH:17][C:3]=1[C:4]([NH:6][C:7]1[CH:8]=[CH:9][C:10]([C:13]([O:15][CH3:16])=[O:14])=[N:11][CH:12]=1)=[O:5].[CH3:25][O:26][C:27]1[CH:32]=[C:31]([O:33][CH3:34])[CH:30]=[CH:29][C:28]=1[OH:35].C(=O)([O-])[O-].[Cs+].[Cs+]>CN1CCCC1=O>[CH3:25][O:26][C:27]1[CH:32]=[C:31]([O:33][CH3:34])[CH:30]=[CH:29][C:28]=1[O:35][C:2]1[CH:20]=[CH:19][C:18]([C:21]([F:24])([F:23])[F:22])=[CH:17][C:3]=1[C:4]([NH:6][C:7]1[CH:8]=[CH:9][C:10]([C:13]([O:15][CH3:16])=[O:14])=[N:11][CH:12]=1)=[O:5] |f:2.3.4|. The reactants are FC1=C(C(=O)NC=2C=CC(=NC2)C(=O)OC)C=C(C=C1)C(F)(F)F (methyl 5-[[2-fluoro-5-(trifluoromethyl)benzoyl]amino]pyridine-2-carboxylate), COC1=C(C=CC(=C1)OC)O (2,4-dimethoxyphenol), C([O-])([O-])=O.[Cs+].[Cs+] (cesium carbonate). Reaction conditions: temperature 100 celsius. Yields the product COC1=C(OC2=C(C(=O)NC=3C=CC(=NC3)C(=O)OC)C=C(C=C2)C(F)(F)F)C=CC(=C1)OC (methyl 5-(2-(2,4-dimethoxyphenoxy)-5-(trifluoromethyl)benzamido)picolinate). Reactants: O1COC2=C1C=CC(=C2)C2(CC2)C(=O)NC2=NC=C(C=C2)C(C2=C(C=CC=C2)OC)O (1-(benzo[d][1,3]dioxol-5-yl)-N-(5-(hydroxy(2-methoxyphenyl)methyl)pyridin-2-yl)cyclopropanecarboxamide), O1CCN(CC1)CCO (2-morpholinoethanol), O1COC2=C1C=CC(=C2)C2(CC2)C(=O)NC2=NC=C(C=C2)C(C2=C(C=CC=C2)OC)OCCCO (1-(benzo[d][1,3]dioxol-5-yl)-N-(5-((3-hydroxypropoxy)(2-methoxyphenyl)methyl)pyridin-2-yl)cyclopropanecarboxamide). Product: O1COC2=C1C=CC(=C2)C2(CC2)C(=O)NC2=NC=C(C=C2)C(OCCN2CCOCC2)C2=C(C=CC=C2)OC (1-(Benzo[d][1,3]dioxol-5-yl)-N-(5-((2-methoxyphenyl)(2-morpholinoethoxy)methyl)pyridin-2-yl)cyclopropanecarboxamide). As a reaction SMILES: [O:1]1[C:5]2[CH:6]=[CH:7][C:8]([C:10]3([C:13]([NH:15][C:16]4[CH:21]=[CH:20][C:19]([CH:22]([OH:31])[C:23]5[CH:28]=[CH:27][CH:26]=[CH:25][C:24]=5[O:29][CH3:30])=[CH:18][N:17]=4)=[O:14])[CH2:12][CH2:11]3)=[CH:9][C:4]=2[O:3][CH2:2]1.[O:32]1[CH2:37][CH2:36][N:35]([CH2:38][CH2:39]O)[CH2:34][CH2:33]1.O1C2C=CC(C3(C(NC4C=CC(C(OCCCO)C5C=CC=CC=5OC)=CN=4)=O)CC3)=CC=2OC1>>[O:1]1[C:5]2[CH:6]=[CH:7][C:8]([C:10]3([C:13]([NH:15][C:16]4[CH:21]=[CH:20][C:19]([CH:22]([C:23]5[CH:28]=[CH:27][CH:26]=[CH:25][C:24]=5[O:29][CH3:30])[O:31][CH2:39][CH2:38][N:35]5[CH2:36][CH2:37][O:32][CH2:33][CH2:34]5)=[CH:18][N:17]=4)=[O:14])[CH2:12][CH2:11]3)=[CH:9][C:4]=2[O:3][CH2:2]1. Procedure: 1-(Benzo[d][1,3]dioxol-5-yl)-N-(5-((2-methoxyphenyl)(2-morpholinoethoxy)methyl)pyridin-2-yl)cyclopropanecarboxamide was prepared from 1-(benzo[d][1,3]dioxol-5-yl)-N-(5-(hydroxy(2-methoxyphenyl)methyl)pyridin-2-yl)cyclopropanecarboxamide and 2-morpholinoethanol in a manner analogous to that of 1-(benzo[d][1,3]dioxol-5-yl)-N-(5-((3-hydroxypropoxy)(2-methoxyphenyl)methyl)pyridin-2-yl)cyclopropanecarboxamide. Starting materials: Nc1c(Br)cc(CC(CC(=O)N2CCC(N3CCc4ccccc4NC3=O)CC2)C(=O)O)cc1C(F)(F)F, COC(=O)C(CC(=O)[O-])Cc1cc(Cl)c(N)c(C(F)(F)F)c1, Nc1c(Cl)cc(CC(CC(=O)N2CCC(N3CCc4ccccc4NC3=O)CC2)C(=O)O)cc1C(F)(F)F. Yields the product Nc1c(Cl)cc(C=O)cc1C(F)(F)F. RXN SMILES: [NH2:1][c:2]1[c:3]([C:4]([F:5])([F:6])[F:7])[cH:8][c:10]([CH2:11][CH:12]([CH2:13][C:14](=[O:15])[N:16]2[CH2:17][CH2:18][CH:19]([N:20]3[CH2:21][CH2:22][c:23]4[cH:24][cH:25][cH:26][cH:27][c:28]4[NH:29][C:30]3=[O:31])[CH2:32][CH2:33]2)[C:34](=[O:9])[OH:35])[cH:36][c:37]1[Br:38].[NH2:39][c:40]1[c:41]([Cl:60])[cH:42][c:43]([CH2:44][CH:45]([CH2:46][C:47]([O-:48])=[O:49])[C:50]([O:51][CH3:52])=[O:53])[cH:54][c:55]1[C:56]([F:57])([F:58])[F:59].[NH2:61][c:62]1[c:63]([C:64]([F:65])([F:66])[F:67])[cH:68][c:69]([CH2:70][CH:71]([CH2:72][C:73](=[O:74])[N:75]2[CH2:76][CH2:77][CH:78]([N:79]3[CH2:80][CH2:81][c:82]4[cH:83][cH:84][cH:85][cH:86][c:87]4[NH:88][C:89]3=[O:90])[CH2:91][CH2:92]2)[C:93]([OH:94])=[O:95])[cH:96][c:97]1[Cl:98]>>[O:9]=[CH:44][c:43]1[cH:42][c:41]([Cl:60])[c:40]([NH2:39])[c:55]([C:56]([F:57])([F:58])[F:59])[cH:54]1.